From a dataset of the Open Reaction Database (ORD), a public repository of structured organic reaction records. describe an organic reaction: reactants, conditions, products, and yield Reactants: COC(=O)C(C)N, O=C(O)CC1CC1, Cl. Yields the product COC(=O)C(C)NC(=O)CC1CC1. RXN SMILES: [CH3:9][O:10][C:11]([CH:12]([NH2:13])[CH3:14])=[O:15].[CH:1]1([CH2:4][C:5](=[O:6])[OH:7])[CH2:2][CH2:3]1.[ClH:8]>>[CH:1]1([CH2:4][C:5](=[O:7])[NH:13][CH:12]([C:11]([O:10][CH3:9])=[O:15])[CH3:14])[CH2:2][CH2:3]1. Reactants: BrC=1C=C(C=C(C1)O[Si](C)(C)C(C)(C)C)CO ([3-Bromo-5-(tert-butyl-dimethyl-silanyloxy)-phenyl]-methanol), C(C)OC(COC1=C(C=C(C=C1)S)C)=O ((4-mercapto-2-methyl-phenoxy)-acetic acid ethyl ester), C(CCC)P(CCCC)CCCC (Tributylphosphine), N(=NC(=O)N1CCCCC1)C(=O)N1CCCCC1 (1,1′-(azodicarbonyl)dipiperidine). Solvent: C(C)(=O)OCC (ethyl acetate), O (Water), C1CCOC1 (THF). Reaction conditions: time 14 hour. Yields the product C(C)OC(COC1=C(C=C(C=C1)SCC1=CC(=CC(=C1)O[Si](C)(C)C(C)(C)C)Br)C)=O ({4-[3-Bromo-5-(tert-butyl-dimethyl-silanyloxy)-benzylsulfanyl]-2-methylphenoxy}-acetic Acid Ethyl Ester). RXN SMILES: [Br:1][C:2]1[CH:3]=[C:4]([CH2:16]O)[CH:5]=[C:6]([O:8][Si:9]([C:12]([CH3:15])([CH3:14])[CH3:13])([CH3:11])[CH3:10])[CH:7]=1.[CH2:18]([O:20][C:21](=[O:32])[CH2:22][O:23][C:24]1[CH:29]=[CH:28][C:27]([SH:30])=[CH:26][C:25]=1[CH3:31])[CH3:19].C(P(CCCC)CCCC)CCC.N(C(N1CCCCC1)=O)=NC(N1CCCCC1)=O>C1COCC1.C(OCC)(=O)C.O>[CH2:18]([O:20][C:21](=[O:32])[CH2:22][O:23][C:24]1[CH:29]=[CH:28][C:27]([S:30][CH2:16][C:4]2[CH:5]=[C:6]([O:8][Si:9]([C:12]([CH3:13])([CH3:14])[CH3:15])([CH3:10])[CH3:11])[CH:7]=[C:2]([Br:1])[CH:3]=2)=[CH:26][C:25]=1[CH3:31])[CH3:19]. Reported procedure: [3-Bromo-5-(tert-butyl-dimethyl-silanyloxy)-phenyl]-methanol (6.4 g; 20.17 mmol) and (4-mercapto-2-methyl-phenoxy)-acetic acid ethyl ester (5.02 g; 22.19 mmol) were dissolved in THF (200 mL). Tributylphosphine (8.15 g; 40.34 mmol) and 1,1′-(azodicarbonyl)dipiperidine (10.17 g; 40.34 mmol) were added, and the reaction mixture was stirred for 14 h at room temperature. Water and ethyl acetate were added to the reaction mixture. The phases were separated. The organic phase was washed with water, dri... Reactants: C(C)OC(COC1=C(C(=C(C=C1)C(C)=O)OCCCOCCCBr)CCC)=O ([4-acetyl-3-[3-(3-bromopropoxy)propoxy]-2-propylphenoxy]acetic acid ethyl ester), OC1=C(C=CC(=C1CCC)O)C(C)=O (1-(2,4-dihydroxy-3-propylphenyl)ethanone), C([O-])([O-])=O.[K+].[K+] (potassium carbonate). Solvent: CC(=O)C (acetone), CN(C=O)C (dimethylformamide). The product is C(C)OC(COC1=C(C(=C(C=C1)C(C)=O)OCCCOCCCOC1=C(C(=C(C=C1)C(C)=O)O)CCC)CCC)=O ([4-acetyl-3-[3-[3-(4-acetyl-3-hydroxy-2-propylphenoxy)propoxy]propoxy]-2-propylphenoxy]acetic acid ethyl ester). Isolated yield 73.8%. Reaction SMILES: [CH2:1]([O:3][C:4](=[O:28])[CH2:5][O:6][C:7]1[CH:12]=[CH:11][C:10]([C:13](=[O:15])[CH3:14])=[C:9]([O:16][CH2:17][CH2:18][CH2:19][O:20][CH2:21][CH2:22][CH2:23]Br)[C:8]=1[CH2:25][CH2:26][CH3:27])[CH3:2].[OH:29][C:30]1[C:35]([CH2:36][CH2:37][CH3:38])=[C:34]([OH:39])[CH:33]=[CH:32][C:31]=1[C:40](=[O:42])[CH3:41].C(=O)([O-])[O-].[K+].[K+]>CC(C)=O.CN(C)C=O>[CH2:1]([O:3][C:4](=[O:28])[CH2:5][O:6][C:7]1[CH:12]=[CH:11][C:10]([C:13](=[O:15])[CH3:14])=[C:9]([O:16][CH2:17][CH2:18][CH2:19][O:20][CH2:21][CH2:22][CH2:23][O:39][C:34]2[CH:33]=[CH:32][C:31]([C:40](=[O:42])[CH3:41])=[C:30]([OH:29])[C:35]=2[CH2:36][CH2:37][CH3:38])[C:8]=1[CH2:25][CH2:26][CH3:27])[CH3:2] |f:2.3.4|. Procedure details: A mixture of 1.89 g (0.004 mole) of [4-acetyl-3-[3-(3-bromopropoxy)propoxy]-2-propylphenoxy]acetic acid ethyl ester, 0.80 g (0.004 mole) of 1-(2,4-dihydroxy-3-propylphenyl)ethanone, and 1.14 g (0.0082 mole) of potassium carbonate in 40 ml of anhydrous acetone and 20 ml of anhydrous dimethylformamide was stirred at reflux for 20 hours. The solvents were removed in vacuo and the residue was purified by HPLC using 35% ethyl acetate-hexane to give 1.69 g (72% yield) of [4-acetyl-3-[3-[3-(4-acetyl-3-...